This data is from the Open Reaction Database (ORD), a public repository of structured organic reaction records. The task is: describe an organic reaction: reactants, conditions, products, and yield The reactants are Cc1cc(NC(=O)OC(C)(C)C)c(NC(=O)CC(=O)c2cccc(-c3cccnc3)c2)cc1C(F)(F)F, ClCCl, O=C(O)C(F)(F)F. Yields the product Cc1cc2c(cc1C(F)(F)F)NC(=O)CC(c1cccc(-c3cccnc3)c1)=N2. Reaction SMILES: [C:1]([O:2][C:3](=[O:4])[NH:7][c:8]1[c:9]([NH:19][C:20]([CH2:21][C:22](=[O:5])[c:23]2[cH:24][c:25](-[c:29]3[cH:30][n:31][cH:32][cH:33][cH:34]3)[cH:26][cH:27][cH:28]2)=[O:36])[cH:10][c:11]([C:15]([F:16])([F:17])[F:18])[c:12]([CH3:14])[cH:13]1)([CH3:6])([CH3:35])[CH3:37].[Cl:45][CH2:46][Cl:47].[F:38][C:39]([F:40])([F:41])[C:42]([OH:43])=[O:44]>>[N:7]1=[C:22]([c:23]2[cH:24][c:25](-[c:29]3[cH:30][n:31][cH:32][cH:33][cH:34]3)[cH:26][cH:27][cH:28]2)[CH2:21][C:20](=[O:36])[NH:19][c:9]2[c:8]1[cH:13][c:12]([CH3:14])[c:11]([C:15]([F:16])([F:17])[F:18])[cH:10]2. Reactants: OCCC1=CC=C(C=C1)CC(C(=O)OCC)OC(C)C (ethyl 3-[4-(2-hydroxyethyl)phenyl]-2-isopropoxypropanoate), ClC1=C(C=CC(=C1)Cl)N=C=O (2,4-dichlorophenylisocyanate). Yields the product ClC1=C(C=CC(=C1)Cl)NC(=O)OCCC1=CC=C(C=C1)CC(C(=O)O)OC(C)C (3-(4-{2-[(2,4-Dichlorophenyl)carbamoyloxy]-ethyl}phenyl)-2-isopropoxypropanoic acid). RXN SMILES: [OH:1][CH2:2][CH2:3][C:4]1[CH:9]=[CH:8][C:7]([CH2:10][CH:11]([O:17][CH:18]([CH3:20])[CH3:19])[C:12]([O:14]CC)=[O:13])=[CH:6][CH:5]=1.[Cl:21][C:22]1[CH:27]=[C:26]([Cl:28])[CH:25]=[CH:24][C:23]=1[N:29]=[C:30]=[O:31]>>[Cl:21][C:22]1[CH:27]=[C:26]([Cl:28])[CH:25]=[CH:24][C:23]=1[NH:29][C:30]([O:1][CH2:2][CH2:3][C:4]1[CH:5]=[CH:6][C:7]([CH2:10][CH:11]([O:17][CH:18]([CH3:19])[CH3:20])[C:12]([OH:14])=[O:13])=[CH:8][CH:9]=1)=[O:31]. Reported procedure: Using ethyl 3-[4-(2-hydroxyethyl)phenyl]-2-isopropoxypropanoate and 2,4-dichlorophenylisocyanate, the title compound was obtained in the same manner as described in Example 148.